This data is from the Open Reaction Database (ORD), a public repository of structured organic reaction records. The task is: describe an organic reaction: reactants, conditions, products, and yield The reactants are O=P(CN=Cc1ccccc1)(Oc1ccccc1)Oc1ccccc1, O=C(Cl)OCc1ccc([N+](=O)[O-])cc1, [Li]c1ccccc1, C1CCOC1. The product is O=C(OCc1ccc([N+](=O)[O-])cc1)C(N=Cc1ccccc1)P(=O)(Oc1ccccc1)Oc1ccccc1. Reaction SMILES: [CH:8]([c:9]1[cH:10][cH:11][cH:12][cH:13][cH:14]1)=[N:15][CH2:16][P:17]([O:18][c:19]1[cH:20][cH:21][cH:22][cH:23][cH:24]1)([O:25][c:26]1[cH:27][cH:28][cH:29][cH:30][cH:31]1)=[O:32].[Cl:33][C:34](=[O:35])[O:36][CH2:37][c:38]1[cH:39][cH:40][c:41]([N+:44](=[O:45])[O-:46])[cH:42][cH:43]1.[Li:1][c:2]1[cH:3][cH:4][cH:5][cH:6][cH:7]1.[O:47]1[CH2:48][CH2:49][CH2:50][CH2:51]1>>[CH:8]([c:9]1[cH:10][cH:11][cH:12][cH:13][cH:14]1)=[N:15][CH:16]([P:17]([O:18][c:19]1[cH:20][cH:21][cH:22][cH:23][cH:24]1)([O:25][c:26]1[cH:27][cH:28][cH:29][cH:30][cH:31]1)=[O:32])[C:34](=[O:35])[O:36][CH2:37][c:38]1[cH:39][cH:40][c:41]([N+:44](=[O:45])[O-:46])[cH:42][cH:43]1. Reactants: C(C)(=O)OCCNC([C@H](CC1=CC=C(C=C1)C(F)(F)F)N)=O (2-({(2S)-2-amino-3-[4-(trifluoromethyl)phenyl]propanoyl}amino)ethyl acetate), FC(C1(OC2=CC=C(C(=O)O)C=C2)CC=CC=C1)(F)F (4-[1-(trifluoromethyl)phenoxy]benzoic acid), Example 41 ( 41a ). Yields the product C(C)(=O)OCCNC([C@H](CC1=CC=C(C=C1)C(F)(F)F)NC(C1=CC=C(C=C1)OC1=CC=C(C=C1)C(F)(F)F)=O)=O (2-({(2S)-2-({4-[4-(Trifluoromethyl)phenoxy]benzoyl}amino)-3-[4-(trifluoromethyl)phenyl]propanoyl}amino)ethyl acetate). Reaction SMILES: [C:1]([O:4][CH2:5][CH2:6][NH:7][C:8](=[O:22])[C@@H:9]([NH2:21])[CH2:10][C:11]1[CH:16]=[CH:15][C:14]([C:17]([F:20])([F:19])[F:18])=[CH:13][CH:12]=1)(=[O:3])[CH3:2].FC(F)(F)[C:25]1([CH:40]=[CH:39][CH:38]=[CH:37][CH2:36]1)[O:26][C:27]1[CH:35]=[CH:34][C:30]([C:31]([OH:33])=O)=[CH:29][CH:28]=1>>[C:1]([O:4][CH2:5][CH2:6][NH:7][C:8](=[O:22])[C@@H:9]([NH:21][C:31](=[O:33])[C:30]1[CH:29]=[CH:28][C:27]([O:26][C:25]2[CH:36]=[CH:37][C:38]([C:17]([F:20])([F:19])[F:18])=[CH:39][CH:40]=2)=[CH:35][CH:34]=1)[CH2:10][C:11]1[CH:12]=[CH:13][C:14]([C:17]([F:19])([F:20])[F:18])=[CH:15][CH:16]=1)(=[O:3])[CH3:2]. Procedure details: A reaction similar to that described in Example 50 was conducted using 2-({(2S)-2-amino-3-[4-(trifluoromethyl)phenyl]propanoyl}amino)ethyl acetate and 4-[1-(trifluoromethyl)phenoxy]benzoic acid used in Example 41 (41a) to give the title compound. Procedure: General Procedure S. A solution of 1-benzyl-N-(3,4-difluorobenzyl)-2-isopropyl-6-nitro-1H-indole-3-carboxamide (Compound 124, 300 mg, 0.65 mmol) in EtOAc (5 ml) was treated with 10% Pd—C (6.8 mg, 0.065 mmol) and hydrogen gas under atmospheric pressure at room temperature for 16 h. The mixture was filtered and concentrated in vacuo. The residue was purified by chromatography on silica gel (0→50% EtOAc-hexanes) to yield the title compound as a yellow oil. The reactants are C(C1=CC=CC=C1)N1C(=C(C2=CC=C(C=C12)[N+](=O)[O-])C(=O)NCC1=CC(=C(C=C1)F)F)C(C)C (1-benzyl-N-(3,4-difluorobenzyl)-2-isopropyl-6-nitro-1H-indole-3-carboxamide), C(C1=CC=CC=C1)N1C(=C(C2=CC=C(C=C12)[N+](=O)[O-])C(=O)NCC1=CC(=C(C=C1)F)F)C(C)C (1-benzyl-N-(3,4-difluorobenzyl)-2-isopropyl-6-nitro-1H-indole-3-carboxamide), [H][H] (hydrogen). As a reaction SMILES: [CH2:1]([N:8]1[C:16]2[C:11](=[CH:12][CH:13]=[C:14]([N+:17]([O-])=O)[CH:15]=2)[C:10]([C:20]([NH:22][CH2:23][C:24]2[CH:29]=[CH:28][C:27]([F:30])=[C:26]([F:31])[CH:25]=2)=[O:21])=[C:9]1[CH:32]([CH3:34])[CH3:33])[C:2]1[CH:7]=[CH:6][CH:5]=[CH:4][CH:3]=1.[H][H]>CCOC(C)=O.[Pd]>[NH2:17][C:14]1[CH:15]=[C:16]2[C:11]([C:10]([C:20]([NH:22][CH2:23][C:24]3[CH:29]=[CH:28][C:27]([F:30])=[C:26]([F:31])[CH:25]=3)=[O:21])=[C:9]([CH:32]([CH3:33])[CH3:34])[N:8]2[CH2:1][C:2]2[CH:3]=[CH:4][CH:5]=[CH:6][CH:7]=2)=[CH:12][CH:13]=1. Reagents/catalysts: [Pd] (Pd—C). Yields the product NC1=CC=C2C(=C(N(C2=C1)CC1=CC=CC=C1)C(C)C)C(=O)NCC1=CC(=C(C=C1)F)F (6-Amino-1-benzyl-N-(3,4-difluorobenzyl)-2-isopropyl-1H-indole-3-carboxamide). Run in CCOC(=O)C (EtOAc). Reactants: NCc1ccc2cc(Br)ccc2n1, CC(=O)Cl, ClCCl. The product is CC(=O)NCc1ccc2cc(Br)ccc2n1. As a reaction SMILES: [Br:1][c:2]1[cH:3][c:4]2[cH:5][cH:6][c:7]([CH2:12][NH2:13])[n:8][c:9]2[cH:10][cH:11]1.[CH3:14][C:15]([Cl:16])=[O:17].[Cl:18][CH2:19][Cl:20]>>[Br:1][c:2]1[cH:3][c:4]2[cH:5][cH:6][c:7]([CH2:12][NH:13][C:15]([CH3:14])=[O:17])[n:8][c:9]2[cH:10][cH:11]1. Starting materials: ClC1=NC2=CC=C(C=C2N=C1N(C)C(C)C)C(=O)OC (methyl 2-chloro-3-(isopropyl(methyl)amino)quinoxaline-6-carboxylate), COC1=CC=C(C=C1)B(O)O (4-methoxyphenylboronic acid), [O-]P(=O)([O-])[O-].[K+].[K+].[K+] (K3PO4). The reagents and catalysts are C=1C=CC(=CC1)[P](C=2C=CC=CC2)(C=3C=CC=CC3)[Pd]([P](C=4C=CC=CC4)(C=5C=CC=CC5)C=6C=CC=CC6)([P](C=7C=CC=CC7)(C=8C=CC=CC8)C=9C=CC=CC9)[P](C=1C=CC=CC1)(C=1C=CC=CC1)C=1C=CC=CC1 (Pd(PPh3)4). The solvent is O1CCOCC1 (1,4-dioxane). Reaction conditions: temperature 110 celsius, time 8 hour. The product is C(C)(C)N(C=1C(=NC2=CC=C(C=C2N1)C(=O)OC)C1=CC=C(C=C1)OC)C (Methyl 3-(isopropyl(methyl)amino)-2-(4-methoxyphenyl)quinoxaline-6-carboxylate). RXN SMILES: Cl[C:2]1[C:11]([N:12]([CH:14]([CH3:16])[CH3:15])[CH3:13])=[N:10][C:9]2[C:4](=[CH:5][CH:6]=[C:7]([C:17]([O:19][CH3:20])=[O:18])[CH:8]=2)[N:3]=1.[CH3:21][O:22][C:23]1[CH:28]=[CH:27][C:26](B(O)O)=[CH:25][CH:24]=1.[O-]P([O-])([O-])=O.[K+].[K+].[K+]>C1C=CC([P]([Pd]([P](C2C=CC=CC=2)(C2C=CC=CC=2)C2C=CC=CC=2)([P](C2C=CC=CC=2)(C2C=CC=CC=2)C2C=CC=CC=2)[P](C2C=CC=CC=2)(C2C=CC=CC=2)C2C=CC=CC=2)(C2C=CC=CC=2)C2C=CC=CC=2)=CC=1.O1CCOCC1>[CH:14]([N:12]([CH3:13])[C:11]1[C:2]([C:26]2[CH:27]=[CH:28][C:23]([O:22][CH3:21])=[CH:24][CH:25]=2)=[N:3][C:4]2[C:9]([N:10]=1)=[CH:8][C:7]([C:17]([O:19][CH3:20])=[O:18])=[CH:6][CH:5]=2)([CH3:16])[CH3:15] |f:2.3.4.5,^1:43,45,64,83|. Reported procedure: Into a 10-mL sealed tube, was placed methyl 2-chloro-3-(isopropyl(methyl)amino)quinoxaline-6-carboxylate (40 mg, 0.14 mmol, 1.00 equiv), 4-methoxyphenylboronic acid (62.6 mg, 0.41 mmol, 3.00 equiv), Pd(PPh3)4 (31.4 mg, 0.03 mmol, 0.20 equiv), K3PO4 (116 mg, 0.55 mmol, 4.00 equiv), 1,4-dioxane (3 mL). The resulting solution was stirred for overnight at 110° C. in an oil bath. The solids were filtered out. The filtrate was concentrated under vacuum. The residue was purified by prep-TLC with ethyl ... Yields the product N1=C(C=CC=C1)NCCCCC(=O)OCC (Ethyl 5-(2-pyridylamino)pentanoate). Procedure details: 2-Aminopyridine (3-1, 1.97 g, 20.9 mmol) in 10 mL DMF was added to a suspension of NaH (60% in oil, 1.00 g, 25 mmol) in 80 mL DMF cooled to 0° C. After warming to RT for 45 min, ethyl 5-bromopentanoate (4.2 mL, 25 mmol) was added dropwise. This mixture was heated at 75° C. overnight, then cooled to RT, diluted with EtOAc, washed with water (2×), sat. NaHCO3, and brine, dried (MgSO4), filtered and concentrated. Flash chromatography (silica, 50% then 70% EtOAc/hexane) provided 3-2 as a yellow oil. Reaction conditions: temperature 0 celsius. Reactants: BrCCCCC(=O)OCC (ethyl 5-bromopentanoate), NC1=NC=CC=C1 (2-Aminopyridine), [H-].[Na+] (NaH). As a reaction SMILES: [NH2:1][C:2]1[CH:7]=[CH:6][CH:5]=[CH:4][N:3]=1.[H-].[Na+].Br[CH2:11][CH2:12][CH2:13][CH2:14][C:15]([O:17][CH2:18][CH3:19])=[O:16]>CN(C=O)C.CCOC(C)=O>[N:3]1[CH:4]=[CH:5][CH:6]=[CH:7][C:2]=1[NH:1][CH2:11][CH2:12][CH2:13][CH2:14][C:15]([O:17][CH2:18][CH3:19])=[O:16] |f:1.2|. Solvent: CCOC(=O)C (EtOAc), CN(C)C=O (DMF), CN(C)C=O (DMF).